Dataset: the Open Reaction Database (ORD), a public repository of structured organic reaction records. Task: describe an organic reaction: reactants, conditions, products, and yield Starting materials: CC(C)(O)CCc1nc(Cl)cc(N2CCOCC2)n1, NN, C1COCCO1. Product: CC(C)(O)CCc1nc(NN)cc(N2CCOCC2)n1. As a reaction SMILES: [Cl:1][c:2]1[n:3][c:4]([CH2:14][CH2:15][C:16]([CH3:17])([OH:18])[CH3:19])[n:5][c:6]([N:8]2[CH2:9][CH2:10][O:11][CH2:12][CH2:13]2)[cH:7]1.[NH2:20][NH2:21].[O:22]1[CH2:23][CH2:24][O:25][CH2:26][CH2:27]1>>[c:2]1([NH:20][NH2:21])[n:3][c:4]([CH2:14][CH2:15][C:16]([CH3:17])([OH:18])[CH3:19])[n:5][c:6]([N:8]2[CH2:9][CH2:10][O:11][CH2:12][CH2:13]2)[cH:7]1. Starting materials: O (water), BF3 ·Et2O, C(C)[SiH](CC)CC (triethylsilane), OC(C#CC1=CC=C(C(=O)O)C=C1)C1=CC=2C(CCC(C2C=C1)(C)C)(C)C (4-[3-hydroxy-3-(5,6,7,8-tetrahydro-5,5,8,8-tetramethyl-2-naphthyl)-1-propynyl]benzoic acid). Run in ClCCl (dichloromethane), ClCCl (dichloromethane). Reaction conditions: time 30 minute. Product: CC1(C=2C=CC(=CC2C(CC1)(C)C)CC#CC1=CC=C(C(=O)O)C=C1)C (4-[3-(5,6,7,8-Tetrahydro-5,5,8,8-tetramethyl-2naphthyl)-1 -propynyl]benzoic acid). Reaction SMILES: C([SiH](CC)CC)C.O[CH:9]([C:21]1[CH:30]=[CH:29][C:28]2[C:27]([CH3:32])([CH3:31])[CH2:26][CH2:25][C:24]([CH3:34])([CH3:33])[C:23]=2[CH:22]=1)[C:10]#[C:11][C:12]1[CH:20]=[CH:19][C:15]([C:16]([OH:18])=[O:17])=[CH:14][CH:13]=1.O>ClCCl>[CH3:31][C:27]1([CH3:32])[CH2:26][CH2:25][C:24]([CH3:33])([CH3:34])[C:23]2[CH:22]=[C:21]([CH2:9][C:10]#[C:11][C:12]3[CH:20]=[CH:19][C:15]([C:16]([OH:18])=[O:17])=[CH:14][CH:13]=3)[CH:30]=[CH:29][C:28]1=2. Procedure: 2.1 ml (8.1 mmol) of BF3 ·Et2O (48%) and 50 ml of dichloromethane are introduced into a three-necked flask under a stream of nitrogen. 2.6 ml (16.2 mmol) of triethylsilane are added at -20° C., followed by a solution of 1 g (2.7 mmol) of 4-[3-hydroxy-3-(5,6,7,8-tetrahydro-5,5,8,8-tetramethyl-2-naphthyl)-1-propynyl]benzoic acid in 30 ml of dichloromethane and the mixture is stirred at room temperature for 30 minutes. The reaction medium is poured into water and extracted with ethyl ether, and the... Starting materials: ClC1=NC=C(C(=N1)NC1=CC(=CC=C1)O)F (2-chloro-5-fluoro-N4-(3-hydroxyphenyl)-4-pyrimidineamine), O1C=NC=C1C=1C=C(N)C=CC1 (3-(1,3-oxazol-5-yl)aniline). The product is FC=1C(=NC(=NC1)NC1=CC(=CC=C1)C1=CN=CO1)NC1=CC(=CC=C1)O (5-fluoro-N4-(3-hydroxyphenyl)-N2-(3-(1,3-oxazol-5-yl)phenyl]-2,4-pyrimidinediamine). Reaction SMILES: Cl[C:2]1[N:7]=[C:6]([NH:8][C:9]2[CH:14]=[CH:13][CH:12]=[C:11]([OH:15])[CH:10]=2)[C:5]([F:16])=[CH:4][N:3]=1.[O:17]1[C:21]([C:22]2[CH:23]=[C:24]([CH:26]=[CH:27][CH:28]=2)[NH2:25])=[CH:20][N:19]=[CH:18]1>>[F:16][C:5]1[C:6]([NH:8][C:9]2[CH:14]=[CH:13][CH:12]=[C:11]([OH:15])[CH:10]=2)=[N:7][C:2]([NH:25][C:24]2[CH:26]=[CH:27][CH:28]=[C:22]([C:21]3[O:17][CH:18]=[N:19][CH:20]=3)[CH:23]=2)=[N:3][CH:4]=1. Procedure details: In like manner to the preparation of N4-(3-chloro-4-trifluoromethoxyphenyl)-5-fluoro-N2-(3-hydroxyphenyl)-2,4-pyrimidineamine, the reaction of 2-chloro-5-fluoro-N4-(3-hydroxyphenyl)-4-pyrimidineamine with 3-(1,3-oxazol-5-yl)aniline gave 5-fluoro-N4-(3-hydroxyphenyl)-N2-(3-(1,3-oxazol-5-yl)phenyl]-2,4-pyrimidinediamine. LCMS: purity: 76%; MS (m/e): 364 (MH+). The reactants are C(#N)C1=CC=C(C=C1)C=1C=NN(C1O)C1=NC=C(C(=O)O)C=C1 (6-(4-(4-cyanophenyl)-5-hydroxy-1H-pyrazol-1-yl)nicotinic acid), CNCCCN1CCCCC1 (N-methyl-3-(piperidin-1-yl)propyl amine). Product: C(#N)C1=CC=C(C=C1)C=1C=NN(C1O)C1=NC=C(C(=O)N(CCCN2CCCCC2)C)C=C1 (6-(4-(4-cyanophenyl)-5-hydroxy-1H-pyrazol-1-yl)-N-methyl-N-(3-(piperidin-1-yl)propyl)nicotinamide). Reaction SMILES: [C:1]([C:3]1[CH:8]=[CH:7][C:6]([C:9]2[CH:10]=[N:11][N:12]([C:15]3[CH:23]=[CH:22][C:18]([C:19](O)=[O:20])=[CH:17][N:16]=3)[C:13]=2[OH:14])=[CH:5][CH:4]=1)#[N:2].[CH3:24][NH:25][CH2:26][CH2:27][CH2:28][N:29]1[CH2:34][CH2:33][CH2:32][CH2:31][CH2:30]1>>[C:1]([C:3]1[CH:8]=[CH:7][C:6]([C:9]2[CH:10]=[N:11][N:12]([C:15]3[CH:23]=[CH:22][C:18]([C:19]([N:25]([CH3:24])[CH2:26][CH2:27][CH2:28][N:29]4[CH2:34][CH2:33][CH2:32][CH2:31][CH2:30]4)=[O:20])=[CH:17][N:16]=3)[C:13]=2[OH:14])=[CH:5][CH:4]=1)#[N:2]. Reported procedure: The title compound was prepared in a manner similar to Example 303 using 6-(4-(4-cyanophenyl)-5-hydroxy-1H-pyrazol-1-yl)nicotinic acid and N-methyl-3-(piperidin-1-yl)propyl amine. 1H NMR (400 MHz, DMSO-d6) δ ppm 1.39 (d, J=9.60 Hz, 1H) 1.66 (d, J=13.89 Hz, 3H) 1.82 (br. s., 2H) 2.01 (br. s., 2H) 2.83-3.13 (m, 7H) 3.32-3.58 (m, 4H) 7.79 (d, J=8.34 Hz, 2H) 8.13 (br. s., 3H) 8.58 (br. s., 3H) 9.05-9.50 (m, 1H) 12.43-14.49 (m, 1H). ESI-MS m/z [M+H]+ 445.2. The reactants are C(C)(C)(C)NC(=O)N1C[C@H](CC1)NC1=NC=C(C=C1)[N+](=O)[O-] ((S)-3-(5-nitro-pyridin-2-ylamino)-pyrrolidine-1-carboxylic acid tert-butylamide). Reagents/catalysts: [Pd] (palladium on carbon). Run in CO (methanol). Reaction conditions: time 4 hour. Yields the product C(C)(C)(C)NC(=O)N1C[C@H](CC1)NC1=NC=C(C=C1)N ((S)-3-(5-amino-pyridin-2-ylamino)-pyrrolidine-1-carboxylic acid tert-butylamide). The yield is 95.6%. As a reaction SMILES: [C:1]([NH:5][C:6]([N:8]1[CH2:12][CH2:11][C@H:10]([NH:13][C:14]2[CH:19]=[CH:18][C:17]([N+:20]([O-])=O)=[CH:16][N:15]=2)[CH2:9]1)=[O:7])([CH3:4])([CH3:3])[CH3:2]>CO.[Pd]>[C:1]([NH:5][C:6]([N:8]1[CH2:12][CH2:11][C@H:10]([NH:13][C:14]2[CH:19]=[CH:18][C:17]([NH2:20])=[CH:16][N:15]=2)[CH2:9]1)=[O:7])([CH3:4])([CH3:2])[CH3:3]. Procedure: The above nitro compound (0.73 g) was suspended in methanol (100 mL) and 10% palladium on carbon was added. The mixture was hydrogenated at 45 psi for 4 hrs. The mixture was filtered and the filtrate was concentrated to give (S)-3-(5-amino-pyridin-2-ylamino)-pyrrolidine-1-carboxylic acid tert-butylamide (0.63 g) as a purple solid. LCMS for C14H23N5O calcd (m/e) 277, obsd 278 (M+H).